Task: describe an organic reaction: reactants, conditions, products, and yield. Dataset: the Open Reaction Database (ORD), a public repository of structured organic reaction records Procedure details: Into a glass flask equipped with a thermometer and a capacitor were charged the aqueous solution of sodium 2-(2,4-bis(methoxycarbonyl)cyclopentyl)-1,1,2,2-tetrafluoroethanesulfonate obtained as described above, and 1.31 g (4.38 mmol) of triphenylsulfonium chloride, and the mixture was stirred at room temperature for 6 hrs. Thereafter, the reaction liquid was extracted with 30 mL of dichloromethane three times, and the resultant organic layer was washed with 100 mL of water six times. Distillatio... The reactants are COC(=O)C1C(CC(C1)C(=O)OC)C(C(S(=O)(=O)[O-])(F)F)(F)F.[Na+] (sodium 2-(2,4-bis(methoxycarbonyl)cyclopentyl)-1,1,2,2-tetrafluoroethanesulfonate), [Cl-].C1(=CC=CC=C1)[S+](C1=CC=CC=C1)C1=CC=CC=C1 (triphenylsulfonium chloride). Product: COC(=O)C1C(CC(C1)C(=O)OC)C(C(S(=O)(=O)[O-])(F)F)(F)F.C1(=CC=CC=C1)[S+](C1=CC=CC=C1)C1=CC=CC=C1 (triphenylsulfonium 2-(2,4-bis(methoxycarbonyl)cyclopentyl)-1,1,2,2-tetrafluoroethanesulfonate). Run at time 6 hour. As a reaction SMILES: [CH3:1][O:2][C:3]([CH:5]1[CH2:9][CH:8]([C:10]([O:12][CH3:13])=[O:11])[CH2:7][CH:6]1[C:14]([F:23])([F:22])[C:15]([F:21])([F:20])[S:16]([O-:19])(=[O:18])=[O:17])=[O:4].[Na+].[Cl-].[C:26]1([S+:32]([C:39]2[CH:44]=[CH:43][CH:42]=[CH:41][CH:40]=2)[C:33]2[CH:38]=[CH:37][CH:36]=[CH:35][CH:34]=2)[CH:31]=[CH:30][CH:29]=[CH:28][CH:27]=1>>[CH3:1][O:2][C:3]([CH:5]1[CH2:9][CH:8]([C:10]([O:12][CH3:13])=[O:11])[CH2:7][CH:6]1[C:14]([F:23])([F:22])[C:15]([F:20])([F:21])[S:16]([O-:19])(=[O:18])=[O:17])=[O:4].[C:39]1([S+:32]([C:26]2[CH:27]=[CH:28][CH:29]=[CH:30][CH:31]=2)[C:33]2[CH:38]=[CH:37][CH:36]=[CH:35][CH:34]=2)[CH:40]=[CH:41][CH:42]=[CH:43][CH:44]=1 |f:0.1,2.3,4.5|. The reactants are CC(C)(C)OC(=O)NC(CSCc1ccc(NC(=O)Cn2ccc3cc(F)ccc32)cc1)C(=O)O, CO, CC(=O)O, CCOC(C)=O, ClCCl. Product: CC(C)(C)OC(=O)NC(CS(=O)Cc1ccc(NC(=O)Cn2ccc3cc(F)ccc32)cc1)C(=O)O. Reaction SMILES: [C:1]([CH3:2])([CH3:3])([CH3:4])[O:5][C:6](=[O:7])[NH:8][CH:9]([C:10](=[O:11])[OH:12])[CH2:13][S:14][CH2:15][c:16]1[cH:17][cH:18][c:19]([NH:22][C:23]([CH2:24][n:25]2[cH:26][cH:27][c:28]3[cH:29][c:30]([F:34])[cH:31][cH:32][c:33]23)=[O:35])[cH:20][cH:21]1.[CH3:36][OH:37].[CH3:38][C:39](=[O:40])[OH:41].[CH3:45][CH2:46][O:47][C:48](=[O:49])[CH3:50].[Cl:42][CH2:43][Cl:44]>>[C:1]([CH3:2])([CH3:3])([CH3:4])[O:5][C:6](=[O:7])[NH:8][CH:9]([C:10](=[O:11])[OH:12])[CH2:13][S:14]([CH2:15][c:16]1[cH:17][cH:18][c:19]([NH:22][C:23]([CH2:24][n:25]2[cH:26][cH:27][c:28]3[cH:29][c:30]([F:34])[cH:31][cH:32][c:33]23)=[O:35])[cH:20][cH:21]1)=[O:37]. Starting materials: Cl, CN(C(=O)N(C)C1CNCC1c1ccc(F)cc1)c1cc(C(F)(F)F)cc(C(F)(F)F)c1, O=S(=O)(Cl)c1cccnc1. Yields the product CN(C(=O)N(C)C1CN(S(=O)(=O)c2cccnc2)CC1c1ccc(F)cc1)c1cc(C(F)(F)F)cc(C(F)(F)F)c1. RXN SMILES: [ClH:1].[F:2][C:3]([c:4]1[cH:5][c:6]([N:14]([C:15](=[O:16])[N:17]([CH3:18])[CH:19]2[CH2:20][NH:21][CH2:22][CH:23]2[c:24]2[cH:25][cH:26][c:27]([F:30])[cH:28][cH:29]2)[CH3:31])[cH:7][c:8]([C:10]([F:11])([F:12])[F:13])[cH:9]1)([F:32])[F:33].[n:34]1[cH:35][c:36]([S:40](=[O:41])(=[O:42])[Cl:43])[cH:37][cH:38][cH:39]1>>[F:2][C:3]([c:4]1[cH:5][c:6]([N:14]([C:15](=[O:16])[N:17]([CH3:18])[CH:19]2[CH2:20][N:21]([S:40]([c:36]3[cH:35][n:34][cH:39][cH:38][cH:37]3)(=[O:41])=[O:42])[CH2:22][CH:23]2[c:24]2[cH:25][cH:26][c:27]([F:30])[cH:28][cH:29]2)[CH3:31])[cH:7][c:8]([C:10]([F:11])([F:12])[F:13])[cH:9]1)([F:32])[F:33]. Starting materials: COC1=CC=C(C=C1)OC (1,4-Dimethoxybenzene), C(CC)OC1=CC=C(C=C1)OCCC (1,4-Dipropoxybenzene), C(C)OC1=CC=C(C=C1)OCC (1,4-Diethoxybenzene), C(C)(C)OC1=CC=C(C=C1)OC(C)C (1,4-Diisopropoxybenzene). Product: COC1(C=O)CC=C(C=C1)OC (1,4-Dimethoxybenzaldehyde), C(CC)OC1(C=O)CC=C(C=C1)OCCC (1,4-Dipropoxybenzaldehyde), C(C)(C)OC1(C=O)CC=C(C=C1)OC(C)C (1,4-Diisopropoxybenzaldehyde). Reaction SMILES: [CH2:1]([O:3][C:4]1[CH:9]=[CH:8][C:7]([O:10][CH2:11]C)=[CH:6][CH:5]=1)C.[CH3:13][O:14]C1C=CC(OC)=CC=1.[CH2:23]([O:26][C:27]1[CH:32]=[CH:31][C:30]([O:33][CH2:34][CH2:35][CH3:36])=[CH:29][CH:28]=1)[CH2:24][CH3:25].[CH:37]([O:40][C:41]1[CH:46]=[CH:45][C:44]([O:47][CH:48]([CH3:50])[CH3:49])=[CH:43][CH:42]=1)([CH3:39])[CH3:38]>>[CH3:11][O:10][C:7]1([CH:6]=[CH:5][C:4]([O:3][CH3:1])=[CH:9][CH2:8]1)[CH:13]=[O:14].[CH2:34]([O:33][C:30]1([CH:29]=[CH:28][C:27]([O:26][CH2:23][CH2:24][CH3:25])=[CH:32][CH2:31]1)[CH:37]=[O:40])[CH2:35][CH3:36].[CH:48]([O:47][C:44]1([CH:43]=[CH:42][C:41]([O:40][CH:37]([CH3:39])[CH3:38])=[CH:46][CH2:45]1)[CH:1]=[O:3])([CH3:50])[CH3:49]. Reported procedure: In accordance with the above procedure but starting, in place of 1,4-Diethoxybenzene with 1,4-Dimethoxybenzene or 1,4-Dipropoxybenzene or 1,4-Diisopropoxybenzene there is obtained the corresponding 1,4-Dimethoxybenzaldehyde or 1,4-Dipropoxybenzaldehyde or 1,4-Diisopropoxybenzaldehyde respectively. The reactants are C(C1=CC=CC=C1)C1=NN=C(C2=CC=CC=C12)N1CCN(CC1)C1=NC=C(C=N1)N (2-[4-(4-Benzyl-phthalazin-1-yl)-piperazin-1-yl]-pyrimidin-5-ylamine), C(C)(=O)OC(C)=O (acetic anhydride). Product: C(C1=CC=CC=C1)C1=NN=C(C2=CC=CC=C12)N1CCN(CC1)C1=NC=C(C=N1)NC(C)=O (N-{2-[4-(4-Benzyl-phthalazin-1-yl)-piperazin-1-yl]-pyrimidin-5-yl}-acetamide). The yield is 31.9%. RXN SMILES: [CH2:1]([C:8]1[C:17]2[C:12](=[CH:13][CH:14]=[CH:15][CH:16]=2)[C:11]([N:18]2[CH2:23][CH2:22][N:21]([C:24]3[N:29]=[CH:28][C:27]([NH2:30])=[CH:26][N:25]=3)[CH2:20][CH2:19]2)=[N:10][N:9]=1)[C:2]1[CH:7]=[CH:6][CH:5]=[CH:4][CH:3]=1.[C:31](OC(=O)C)(=[O:33])[CH3:32]>>[CH2:1]([C:8]1[C:17]2[C:12](=[CH:13][CH:14]=[CH:15][CH:16]=2)[C:11]([N:18]2[CH2:19][CH2:20][N:21]([C:24]3[N:25]=[CH:26][C:27]([NH:30][C:31](=[O:33])[CH3:32])=[CH:28][N:29]=3)[CH2:22][CH2:23]2)=[N:10][N:9]=1)[C:2]1[CH:7]=[CH:6][CH:5]=[CH:4][CH:3]=1. Procedure: Following the above procedure, 2-[4-(4-Benzyl-phthalazin-1-yl)-piperazin-1-yl]-pyrimidin-5-ylamine (60 mg, 0.15 mmol) and acetic anhydride (22.2 μL, 0.235 mmol) afford the title compound (21 mg, 31%).